Dataset: the Open Reaction Database (ORD), a public repository of structured organic reaction records. Task: describe an organic reaction: reactants, conditions, products, and yield Reactants: FC1=C(C=C(N)C=C1)[N+](=O)[O-] (4-fluoro-3-nitroaniline), FC1=C(C(=O)Cl)C=CC(=C1)F (2,4-difluorobenzoyl chloride). Solvent: O1CCOCC1 (dioxane). The product is FC1=C(C(=O)NC2=CC(=C(C=C2)F)[N+](=O)[O-])C=CC(=C1)F (2,4-Difluoro-N-(4-fluoro-3-nitrophenyl)benzamide). The yield is 84.0%. As a reaction SMILES: [F:1][C:2]1[CH:8]=[CH:7][C:5]([NH2:6])=[CH:4][C:3]=1[N+:9]([O-:11])=[O:10].[F:12][C:13]1[CH:21]=[C:20]([F:22])[CH:19]=[CH:18][C:14]=1[C:15](Cl)=[O:16]>O1CCOCC1>[F:12][C:13]1[CH:21]=[C:20]([F:22])[CH:19]=[CH:18][C:14]=1[C:15]([NH:6][C:5]1[CH:7]=[CH:8][C:2]([F:1])=[C:3]([N+:9]([O-:11])=[O:10])[CH:4]=1)=[O:16]. Procedure details: Using a method similar to Preparation 13, using 4-fluoro-3-nitroaniline (1.0 g, 6.4 mmol), dioxane (20 mL), and 2,4-difluorobenzoyl chloride (1.46 g, 8.3 mmol) gives the title intertermediate (1.6 g, 84% yield): mass spectrum (ion spray): m/z=297.0 (M+1). Reactants: [Li]CCCC, CC1CO1, C1CCOC1, CS(=O)(=O)c1ccc(Oc2ccccc2)cc1. The product is CC(O)CCS(=O)(=O)c1ccc(Oc2ccccc2)cc1. As a reaction SMILES: [CH2:18]([Li:19])[CH2:20][CH2:21][CH3:22].[CH2:23]1[CH:24]([CH3:25])[O:26]1.[CH2:27]1[O:28][CH2:29][CH2:30][CH2:31]1.[CH3:1][S:2](=[O:3])(=[O:4])[c:5]1[cH:6][cH:7][c:8]([O:11][c:12]2[cH:13][cH:14][cH:15][cH:16][cH:17]2)[cH:9][cH:10]1>>[CH2:1]([S:2](=[O:3])(=[O:4])[c:5]1[cH:6][cH:7][c:8]([O:11][c:12]2[cH:13][cH:14][cH:15][cH:16][cH:17]2)[cH:9][cH:10]1)[CH2:23][CH:24]([CH3:25])[OH:26]. Starting materials: CC(C)(C)OC(=O)N1CCC(=O)CC1, CO, [K+], c1cc2cnc(N3CCOCC3)cc2[nH]1, [OH-], O. Product: CC(C)(C)OC(=O)N1CC=C(c2c[nH]c3cc(N4CCOCC4)ncc23)CC1. Reaction SMILES: [C:16]([CH3:17])([CH3:18])([CH3:19])[O:20][C:21](=[O:22])[N:23]1[CH2:24][CH2:25][C:26](=[O:29])[CH2:27][CH2:28]1.[CH3:33][OH:34].[K+:31].[O:1]1[CH2:2][CH2:3][N:4]([c:7]2[cH:8][c:9]3[c:10]([cH:11][n:12]2)[cH:13][cH:14][nH:15]3)[CH2:5][CH2:6]1.[OH-:30].[OH2:32]>>[O:1]1[CH2:2][CH2:3][N:4]([c:7]2[cH:8][c:9]3[c:10]([cH:11][n:12]2)[c:13]([C:26]2=[CH:25][CH2:24][N:23]([C:21]([O:20][C:16]([CH3:17])([CH3:18])[CH3:19])=[O:22])[CH2:28][CH2:27]2)[cH:14][nH:15]3)[CH2:5][CH2:6]1. Reactants: CC=1C=C(C(=O)OCC)C=C(C1)C (ethyl 3,5-dimethylbenzoate), BrN1C(CCC1=O)=O (N-bromosuccinimide). The product is BrCC=1C=C(C(=O)OCC)C=C(C1)C (3-Bromomethyl-5-methylbenzoic acid, ethyl ester). RXN SMILES: [CH3:1][C:2]1[CH:3]=[C:4]([CH:10]=[C:11]([CH3:13])[CH:12]=1)[C:5]([O:7][CH2:8][CH3:9])=[O:6].[Br:14]N1C(=O)CCC1=O>>[Br:14][CH2:1][C:2]1[CH:3]=[C:4]([CH:10]=[C:11]([CH3:13])[CH:12]=1)[C:5]([O:7][CH2:8][CH3:9])=[O:6]. Procedure: The subtitle compound was prepared from ethyl 3,5-dimethylbenzoate (2 g) and N-bromosuccinimide (2 g) by the method of example 5 step (i). Purification was by chromatography eluting with 5% ethyl acetate in isohexane Yield 1.85 g. Starting materials: COC=1C=C(C=O)C=CC1 (3-methoxybenzaldehyde), aqueous solution, CN (methylamine), [BH4-].[Na+] (Sodium borohydride). The solvent is CO (methanol). Conditions: temperature 0 celsius, time 1 hour. Yields the product CNCC1=CC=CC=C1 (N-methylbenzylamine). Yield: 138.6%. RXN SMILES: CO[C:3]1[CH:4]=[C:5]([CH:8]=[CH:9][CH:10]=1)[CH:6]=O.[CH3:11][NH2:12].[BH4-].[Na+]>CO>[CH3:11][NH:12][CH2:6][C:5]1[CH:8]=[CH:9][CH:10]=[CH:3][CH:4]=1 |f:2.3|. Procedure details: To a solution of 3-methoxybenzaldehyde (180 g, 1.32 mol) in methanol (1 L) was added a 40% aqueous solution of methylamine (113 ml, 1.31 mol) followed by 1 hour stirring at 0° C. Sodium borohydride (75 g, 1.98 mol) was added portionwise at 0° C. and the reaction mixture was stirred for 1 hour. The solution was concentrated to a smaller volume then, was diluted with water (200 mL) and the resulting solution was extracted with methylene chloride (3×500 mL). The combined organic extracts were dried... Starting materials: CCN(C(C)C)C(C)C, O=C(Cl)C(=O)Cl, ClCCl, Cl, COc1cc(F)c(-c2ccccc2)cc1C(=O)O, NCc1cccc([N+](=O)[O-])c1, CN(C)C=O. The product is COc1cc(F)c(-c2ccccc2)cc1C(=O)NCc1cccc([N+](=O)[O-])c1. Reaction SMILES: [CH:25]([N:26]([CH:27]([CH3:28])[CH3:29])[CH2:30][CH3:31])([CH3:32])[CH3:33].[Cl:19][C:20]([C:21]([Cl:22])=[O:23])=[O:24].[Cl:46][CH2:47][Cl:48].[ClH:34].[F:1][c:2]1[cH:3][c:4]([O:17][CH3:18])[c:5]([C:14](=[O:15])[OH:16])[cH:6][c:7]1-[c:8]1[cH:9][cH:10][cH:11][cH:12][cH:13]1.[N+:35](=[O:36])([O-:37])[c:38]1[cH:39][c:40]([CH2:41][NH2:42])[cH:43][cH:44][cH:45]1.[O:49]=[CH:50][N:51]([CH3:52])[CH3:53]>>[F:1][c:2]1[cH:3][c:4]([O:17][CH3:18])[c:5]([C:14](=[O:16])[NH:42][CH2:41][c:40]2[cH:39][c:38]([N+:35](=[O:36])[O-:37])[cH:45][cH:44][cH:43]2)[cH:6][c:7]1-[c:8]1[cH:9][cH:10][cH:11][cH:12][cH:13]1. Reactants: C1(=CC=CC=C1)COC=1C=C(C=CC1OCC1=CC=CC=C1)CCNC(C(F)(F)F)=O (N-[2-[3,4-Bis(phenylmethoxy) phenyl]ethyl]-2,2,2-trifluoroacetamide), [H-].[Na+] (sodium hydride), CN(C=O)C (dimethylformamide), CN(C=O)C (dimethylformamide). Run at temperature 70 celsius. The product is C1(=CC=CC=C1)COC=1C=C(C=CC1OCC1=CC=CC=C1)CCN(C(C(F)(F)F)=O)CCCCCCOCCC1=CC=CC=C1 (N-[2-[3,4-Bis(phenylmethoxy)phenyl]ethyl]-2,2,2- trifluoro-N-[6-[2-phenylethoxy]hexyl]acetamide). As a reaction SMILES: [C:1]1([CH2:7][O:8][C:9]2[CH:10]=[C:11]([CH2:23][CH2:24][NH:25][C:26](=[O:31])[C:27]([F:30])([F:29])[F:28])[CH:12]=[CH:13][C:14]=2[O:15][CH2:16][C:17]2[CH:22]=[CH:21][CH:20]=[CH:19][CH:18]=2)[CH:6]=[CH:5][CH:4]=[CH:3][CH:2]=1.[H-].[Na+].CN(C)[CH:36]=[O:37]>>[C:1]1([CH2:7][O:8][C:9]2[CH:10]=[C:11]([CH2:23][CH2:24][N:25]([CH2:11][CH2:10][CH2:9][CH2:14][CH2:13][CH2:12][O:37][CH2:36][CH2:7][C:1]3[CH:6]=[CH:5][CH:4]=[CH:3][CH:2]=3)[C:26](=[O:31])[C:27]([F:29])([F:30])[F:28])[CH:12]=[CH:13][C:14]=2[O:15][CH2:16][C:17]2[CH:22]=[CH:21][CH:20]=[CH:19][CH:18]=2)[CH:2]=[CH:3][CH:4]=[CH:5][CH:6]=1 |f:1.2|. Procedure: A solution of N-[2-[3,4-Bis(phenylmethoxy) phenyl]ethyl]-2,2,2-trifluoroacetamide (11g) in dry dimethylformamide (30 ml) was added dropwise to a stirred suspension of sodium hydride (0.615 g) in dry dimethylformamide (20 ml) in (a) nitrogen atmosphere. The mixture was heated at 70° C. for 1 hour and then cooled to room temperature.